From a dataset of the Open Reaction Database (ORD), a public repository of structured organic reaction records. describe an organic reaction: reactants, conditions, products, and yield The product is C(C)(C)(CC)NC(\C=C\CCCCCCC)=O ((E)-N-tert-pentyl dec-2-enamide). Procedure details: The same operation as in Example 1-1 or 1-2 was carried out using trans-2-decenoic acid and tert-amylamine as starting materials to give the aimed compound. RXN SMILES: [C:1]([OH:12])(=O)/[CH:2]=[CH:3]/[CH2:4][CH2:5][CH2:6][CH2:7][CH2:8][CH2:9][CH3:10].[C:13]([NH2:18])([CH2:16][CH3:17])([CH3:15])[CH3:14]>>[C:13]([NH:18][C:1](=[O:12])/[CH:2]=[CH:3]/[CH2:4][CH2:5][CH2:6][CH2:7][CH2:8][CH2:9][CH3:10])([CH2:16][CH3:17])([CH3:15])[CH3:14]. The reactants are C(\C=C\CCCCCCC)(=O)O (trans-2-decenoic acid), C(C)(C)(CC)N (tert-amylamine). Isolated yield 188.6%. Run in C(C)(=O)O (acetic acid). Starting materials: N1C=C(C=2C1=NC=CC2)C2=NC(=NC=C2)NC2CCN(CC2)C(C)=O (1-{4-[4-(1H-pyrrolo[2,3-b]pyridin-3-yl)pyrimidin-2-ylamino]piperidin-1-yl}ethanone), [OH-].[Na+] (NaOH). The product is N1CCC(CC1)NC1=NC=CC(=N1)C1=CNC2=NC=CC=C21 (Piperidin-4-yl-[4-(1H-pyrrolo[2,3-b]pyridin-3-yl)pyrimidin-2-yl]-amine). Reaction SMILES: [NH:1]1[C:5]2=[N:6][CH:7]=[CH:8][CH:9]=[C:4]2[C:3]([C:10]2[CH:15]=[CH:14][N:13]=[C:12]([NH:16][CH:17]3[CH2:22][CH2:21][N:20](C(=O)C)[CH2:19][CH2:18]3)[N:11]=2)=[CH:2]1.[OH-].[Na+]>C(O)(=O)C>[NH:20]1[CH2:21][CH2:22][CH:17]([NH:16][C:12]2[N:11]=[C:10]([C:3]3[C:4]4[C:5](=[N:6][CH:7]=[CH:8][CH:9]=4)[NH:1][CH:2]=3)[CH:15]=[CH:14][N:13]=2)[CH2:18][CH2:19]1 |f:1.2|. Conditions: temperature 100 celsius. Reported procedure: To a flask was added compound 64 (20 mg) and 1 M aqueous NaOH (1 mL). The mixture was heated to 100° C. for 3 hrs. After being neutralized with acetic acid, the solution was concentrated and the residule was purified by reverse phase HPLC to afford 33 mg (71%) of the desired product. 1H NMR (300 MHz, CD3OD) δ 8.85 (m, 1 H), 8.60 (s, 1 H), 8.35 (d, 1 H), 8.10 (d, 1 H), 7.35 (m, 2 H), 4.40 (m, 1 H), 3.50 (m, 2 H), 3.30 (m, 2 H), 2.40 (m, 2 H), 1.95 (m, 2 H). MS (ESI) m/z: 295 (M+H)+. The reactants are C1CCOC1, COC(=O)c1nn(C)nc1C(F)(F)F, [K+], [OH-]. Yields the product Cn1nc(C(=O)O)c(C(F)(F)F)n1. As a reaction SMILES: [CH2:17]1[O:18][CH2:19][CH2:20][CH2:21]1.[CH3:1][O:2][C:3](=[O:4])[c:5]1[n:6][n:7]([CH3:14])[n:8][c:9]1[C:10]([F:11])([F:12])[F:13].[K+:16].[OH-:15]>>[O:2]=[C:3]([OH:4])[c:5]1[n:6][n:7]([CH3:14])[n:8][c:9]1[C:10]([F:11])([F:12])[F:13]. Reactants: O=Cc1ccc(Br)cc1F, C[Mg+], [Cl-], C1CCOC1. Product: CC(O)c1ccc(Br)cc1F. RXN SMILES: [Br:1][c:2]1[cH:3][c:4]([F:10])[c:5]([CH:6]=[O:7])[cH:8][cH:9]1.[CH3:12][Mg+:13].[Cl-:11].[O:14]1[CH2:15][CH2:16][CH2:17][CH2:18]1>>[Br:1][c:2]1[cH:3][c:4]([F:10])[c:5]([CH:6]([OH:7])[CH3:12])[cH:8][cH:9]1. Reactants: ClC1=C2C(=NC=C1C#N)C1=C(O2)C=CC=C1 (4-chlorobenzo[4,5]furo[3,2-b]pyridine-3-carbonitrile), ClC1=CC(=C(N)C=C1)F (4-chloro-2-fluoroaniline), Cl.N1=CC=CC=C1 (pyridine hydrochloride). Solvent: C(C)OCCO (2-ethoxyethanol). Product: ClC1=CC(=C(C=C1)NC1=C2C(=NC=C1C#N)C1=C(O2)C=CC=C1)F (4-(4-Chloro-2-fluorophenylamino)benzo[4,5]furo[3,2-b]pyridine-3-carbonitrile). Isolated yield 40.4%. RXN SMILES: Cl[C:2]1[C:7]([C:8]#[N:9])=[CH:6][N:5]=[C:4]2[C:10]3[CH:16]=[CH:15][CH:14]=[CH:13][C:11]=3[O:12][C:3]=12.[Cl:17][C:18]1[CH:24]=[CH:23][C:21]([NH2:22])=[C:20]([F:25])[CH:19]=1.Cl.N1C=CC=CC=1>C(OCCO)C>[Cl:17][C:18]1[CH:24]=[CH:23][C:21]([NH:22][C:2]2[C:7]([C:8]#[N:9])=[CH:6][N:5]=[C:4]3[C:10]4[CH:16]=[CH:15][CH:14]=[CH:13][C:11]=4[O:12][C:3]=23)=[C:20]([F:25])[CH:19]=1 |f:2.3|. Procedure details: A mixture of 200 mg (0.88 mmol) of 4-chlorobenzo[4,5]furo[3,2-b]pyridine-3-carbonitrile and 0.11 mL (0.97 mmol) of 4-chloro-2-fluoroaniline in 6 mL of 2-ethoxyethanol is heated at reflux temperature for 4 days. A catalytic amount of pyridine hydrochloride is added and the reaction mixture is heated at reflux temperature overnight then cooled to room temperature. The reaction mixture is partitioned between ethyl acetate and water. The organic layer is dried over sodium sulfate, filtered through a... Reactants: Cn1nc(Cl)cc(Br)c1=O, O=C([O-])[O-], [Cs+], [Cs+], CC(C)(C)OC(=O)N1CCC(c2ccc(N)nc2)CC1, C1COCCO1, O=C(C=Cc1ccccc1)C=Cc1ccccc1, O=C(C=Cc1ccccc1)C=Cc1ccccc1, O=C(C=Cc1ccccc1)C=Cc1ccccc1, [Pd], [Pd]. Yields the product Cn1nc(Cl)cc(Nc2ccc(C3CCN(C(=O)OC(C)(C)C)CC3)cn2)c1=O. RXN SMILES: [Br:1][c:2]1[c:3](=[O:10])[n:4]([CH3:9])[n:5][c:6]([Cl:8])[cH:7]1.[C:31](=[O:32])([O-:33])[O-:34].[Cs+:35].[Cs+:36].[NH2:11][c:12]1[cH:13][cH:14][c:15]([CH:18]2[CH2:19][CH2:20][N:21]([C:24](=[O:25])[O:26][C:27]([CH3:28])([CH3:29])[CH3:30])[CH2:22][CH2:23]2)[cH:16][n:17]1.[O:37]1[CH2:38][CH2:39][O:40][CH2:41][CH2:42]1.[O:45]=[C:46]([CH:47]=[CH:48][c:49]1[cH:50][cH:51][cH:52][cH:53][cH:54]1)[CH:55]=[CH:56][c:57]1[cH:58][cH:59][cH:60][cH:61][cH:62]1.[O:63]=[C:64]([CH:65]=[CH:66][c:67]1[cH:68][cH:69][cH:70][cH:71][cH:72]1)[CH:73]=[CH:74][c:75]1[cH:76][cH:77][cH:78][cH:79][cH:80]1.[O:81]=[C:82]([CH:83]=[CH:84][c:85]1[cH:86][cH:87][cH:88][cH:89][cH:90]1)[CH:91]=[CH:92][c:93]1[cH:94][cH:95][cH:96][cH:97][cH:98]1.[Pd:43].[Pd:44]>>[c:2]1([NH:11][c:12]2[cH:13][cH:14][c:15]([CH:18]3[CH2:19][CH2:20][N:21]([C:24](=[O:25])[O:26][C:27]([CH3:28])([CH3:29])[CH3:30])[CH2:22][CH2:23]3)[cH:16][n:17]2)[c:3](=[O:10])[n:4]([CH3:9])[n:5][c:6]([Cl:8])[cH:7]1.